This data is from the Open Reaction Database (ORD), a public repository of structured organic reaction records. The task is: describe an organic reaction: reactants, conditions, products, and yield Starting materials: CO, [NH4+], c1cncc(OCC2CO2)c1. Product: NCC(O)COc1cccnc1. As a reaction SMILES: [CH3:12][OH:13].[NH4+:14].[O:1]1[CH:2]([CH2:4][O:5][c:6]2[cH:7][n:8][cH:9][cH:10][cH:11]2)[CH2:3]1>>[OH:1][CH:2]([CH2:3][NH2:14])[CH2:4][O:5][c:6]1[cH:7][n:8][cH:9][cH:10][cH:11]1. The reactants are C1=CC=CC2=CC=CC=C12 (naphthalene), [Mg+2].[Br-].[Br-] (MgBr2), Cl (HCl), [Na] (sodium), [Na] (sodium), C1(=CC=CC=C1)P1C=C(C(=C1)C)C (1-phenyl-3,4-dimethyl phosphole), [S] (sulfur). Run in C1CCOC1 (THF), C1CCOC1 (THF), C1CCOC1 (THF). Run at temperature 70 celsius. The product is C1=CC=CC2=CC=CC=C12.[Na].[Mg+2].[Br-].[Br-] (Sodium naphthalene MgBr2). As a reaction SMILES: [CH:1]1[C:10]2[C:5](=[CH:6][CH:7]=[CH:8][CH:9]=2)[CH:4]=[CH:3][CH:2]=1.[Na:11].C1(P2C=C(C)C(C)=C2)C=CC=CC=1.[Mg+2:25].[Br-:26].[Br-].[S].Cl>C1COCC1>[CH:9]1[C:10]2[C:5](=[CH:4][CH:3]=[CH:2][CH:1]=2)[CH:6]=[CH:7][CH:8]=1.[Na:11].[Mg+2:25].[Br-:26].[Br-:26] |f:3.4.5,9.10.11.12.13,^1:10,44,^3:27|. Procedure: In a well dried Erlenmeyer flask 6 g of naphthalene (0.047 mole) were dissolved in 100 cm3 of THF. 1 g of sodium (0.043 at-g) cut into small pieces was added. When all the sodium had reacted (about 1 hour), 4 cm3 of 1-phenyl-3,4-dimethyl phosphole (0.0213 mole) were added. The mixture was left to react for 5 hours at room temperature. Then 4 g of anhydrous MgBr2 (0.0218 mole) was added and it was left to react further for 1 hour. It was transferred under argon into a dropping funnel and was adde...